This data is from the Open Reaction Database (ORD), a public repository of structured organic reaction records. The task is: describe an organic reaction: reactants, conditions, products, and yield Starting materials: COC(=O)c1ccccc1CBr, C1CCOC1, [H-], [Na+], O, O=C(O)CCc1ccc(S)cc1. The product is COC(=O)c1ccccc1CSc1ccc(CCC(=O)O)cc1. As a reaction SMILES: [Br:15][CH2:16][c:17]1[c:18]([C:19](=[O:20])[O:21][CH3:22])[cH:23][cH:24][cH:25][cH:26]1.[CH2:28]1[O:29][CH2:30][CH2:31][CH2:32]1.[H-:13].[Na+:14].[OH2:27].[SH:1][c:2]1[cH:3][cH:4][c:5]([CH2:8][CH2:9][C:10](=[O:11])[OH:12])[cH:6][cH:7]1>>[S:1]([c:2]1[cH:3][cH:4][c:5]([CH2:8][CH2:9][C:10](=[O:11])[OH:12])[cH:6][cH:7]1)[CH2:16][c:17]1[c:18]([C:19](=[O:20])[O:21][CH3:22])[cH:23][cH:24][cH:25][cH:26]1. The reactants are ClCC1=CC(=NN1C)C1=CC(=C(C(=C1)OC)OC)OC (5-chloromethyl-1-methyl-3-(3,4,5-trimethoxy-phenyl)-1H-pyrazole), CC(=O)C1=CC=C(C=C1)C(F)(F)F (4-trifluoromethylacetophenone). The product is ClCC1=CC(=NN1C)C1=CC=C(C=C1)C(F)(F)F (5-chloromethyl-1-methyl-3-(4-trifluoromethyl-phenyl)-1H-pyrazole). Reaction SMILES: [Cl:1][CH2:2][C:3]1[N:7]([CH3:8])[N:6]=[C:5]([C:9]2[CH:14]=[C:13](OC)[C:12](OC)=[C:11](OC)[CH:10]=2)[CH:4]=1.CC(C1C=CC([C:30]([F:33])([F:32])[F:31])=CC=1)=O>>[Cl:1][CH2:2][C:3]1[N:7]([CH3:8])[N:6]=[C:5]([C:9]2[CH:14]=[CH:13][C:12]([C:30]([F:33])([F:32])[F:31])=[CH:11][CH:10]=2)[CH:4]=1. Reported procedure: 5-chloromethyl-1-methyl-3-(4-trifluoromethyl-phenyl)-1H-pyrazole was prepared in analogy to the preparation of 5-chloromethyl-1-methyl-3-(3,4,5-trimethoxy-phenyl)-1H-pyrazole described by Kodama et al. (U.S. Pat. No. 6,472,386), but starting from 4-trifluoromethylacetophenone instead of 3′4′5′-trimethoxyacetophenone. Reactants: F, NC(Cc1c[nH]cn1)C(=O)O, OCC(O)CO, O=P(O)(O)O. Product: F, NC(Cc1c[nH]cn1)C(=O)O, O=P(O)(O)O. Reaction SMILES: [FH:12].[NH2:1][CH:2]([CH2:3][c:4]1[cH:5][nH:6][cH:7][n:8]1)[C:9](=[O:10])[OH:11].[OH:18][CH2:19][CH:20]([CH2:21][OH:22])[OH:23].[P:13]([OH:14])([OH:15])([OH:16])=[O:17]>>[FH:12].[NH2:1][CH:2]([CH2:3][c:4]1[cH:5][nH:6][cH:7][n:8]1)[C:9](=[O:10])[OH:11].[P:13](=[O:14])([OH:15])([OH:16])[OH:17]. Starting materials: CC(C)(C)OC(=O)N1CCCC1C=O, NC(=O)c1ccc(Cl)cc1, Cc1ccc(S(=O)(=O)O)cc1, c1ccc2[nH]nnc2c1. As a reaction SMILES: [CH:11](=[O:12])[CH:13]1[N:14]([C:18](=[O:19])[O:20][C:21]([CH3:22])([CH3:23])[CH3:24])[CH2:15][CH2:16][CH2:17]1.[Cl:1][c:2]1[cH:3][cH:4][c:5]([C:6](=[O:7])[NH2:8])[cH:9][cH:10]1.[c:34]1([CH3:35])[cH:36][cH:37][c:38]([S:39]([OH:40])(=[O:41])=[O:42])[cH:43][cH:44]1.[nH:25]1[n:26][n:27][c:28]2[c:29]1[cH:30][cH:31][cH:32][cH:33]2>>[Cl:1][c:2]1[cH:3][cH:4][c:5]([C:6](=[O:7])[NH:8][CH:11]([CH:13]2[N:14]([C:18](=[O:19])[O:20][C:21]([CH3:22])([CH3:23])[CH3:24])[CH2:15][CH2:16][CH2:17]2)[n:25]2[n:26][n:27][c:28]3[c:29]2[cH:30][cH:31][cH:32][cH:33]3)[cH:9][cH:10]1. The product is CC(C)(C)OC(=O)N1CCCC1C(NC(=O)c1ccc(Cl)cc1)n1nnc2ccccc21. Reactants: F[B-](F)(F)F, CCNC(=O)Nc1ccc(-c2nc3c(c(N4CCOCC4CC)n2)CCNC3)cc1, CN(C)C=O, O=CO, CCN(C(C)C)C(C)C, CN(C)C(On1nnc2ccccc21)=[N+](C)C. The product is CCNC(=O)Nc1ccc(-c2nc3c(c(N4CCOCC4CC)n2)CCN(C=O)C3)cc1. RXN SMILES: [B-:31]([F:32])([F:33])([F:34])[F:35].[CH2:1]([CH3:2])[NH:3][C:4](=[O:5])[NH:6][c:7]1[cH:8][cH:9][c:10](-[c:13]2[n:14][c:15]([N:23]3[CH:24]([CH2:29][CH3:30])[CH2:25][O:26][CH2:27][CH2:28]3)[c:16]3[c:17]([n:18]2)[CH2:19][NH:20][CH2:21][CH2:22]3)[cH:11][cH:12]1.[CH3:56][N:57]([CH3:58])[CH:59]=[O:60].[CH:53]([OH:54])=[O:55].[CH:61]([N:62]([CH2:63][CH3:64])[CH:65]([CH3:66])[CH3:67])([CH3:68])[CH3:69].[n:36]1([O:45][C:46]([N:37]([CH3:38])[CH3:39])=[N+:40]([CH3:41])[CH3:42])[c:43]2[cH:44][cH:47][cH:48][cH:49][c:50]2[n:51][n:52]1>>[CH2:1]([CH3:2])[NH:3][C:4](=[O:5])[NH:6][c:7]1[cH:8][cH:9][c:10](-[c:13]2[n:14][c:15]([N:23]3[CH:24]([CH2:29][CH3:30])[CH2:25][O:26][CH2:27][CH2:28]3)[c:16]3[c:17]([n:18]2)[CH2:19][N:20]([CH:46]=[O:45])[CH2:21][CH2:22]3)[cH:11][cH:12]1. Starting materials: CS(C)=O, COC(=O)C=Cc1ccc(Cl)c([N+](=O)[O-])c1, N. As a reaction SMILES: [CH3:18][S:19]([CH3:20])=[O:21].[Cl:1][c:2]1[c:3]([N+:14](=[O:15])[O-:16])[cH:4][c:5]([CH:8]=[CH:9][C:10](=[O:11])[O:12][CH3:13])[cH:6][cH:7]1.[NH3:17]>>[c:2]1([NH2:17])[c:3]([N+:14](=[O:15])[O-:16])[cH:4][c:5]([CH:8]=[CH:9][C:10](=[O:11])[O:12][CH3:13])[cH:6][cH:7]1. Product: COC(=O)C=Cc1ccc(N)c([N+](=O)[O-])c1. Starting materials: NC1=C(C=C(C=C1C)N1N=NN=C1)/C=C/C(=O)OCC (trans-ethyl 3-(2-amino-3-methyl-5-[tetrazol-1-yl]phenyl)prop-2-enoate), C (charcoal). The solvent is C(C)O (ethanol), C=1(C(=CC=CC1)C)C (xylene). Yields the product CC=1C=C(C=C2CCC(NC12)=O)N1N=NN=C1 (3,4-dihydro-8-methyl-6-(tetrazol-1-yl)-2-(1H)-quinolone). Reaction SMILES: [NH2:1][C:2]1[C:7]([CH3:8])=[CH:6][C:5]([N:9]2[CH:13]=[N:12][N:11]=[N:10]2)=[CH:4][C:3]=1/[CH:14]=[CH:15]/[C:16]([O:18]CC)=O.C>C(O)C.C1(C)C(C)=CC=CC=1>[CH3:8][C:7]1[CH:6]=[C:5]([N:9]2[CH:13]=[N:12][N:11]=[N:10]2)[CH:4]=[C:3]2[C:2]=1[NH:1][C:16](=[O:18])[CH2:15][CH2:14]2. Reported procedure: A suspension of trans-ethyl 3-(2-amino-3-methyl-5-[tetrazol-1-yl]phenyl)prop-2-enoate (2.5 g) in ethanol (250 cm3) was hydrogenated at 60° and 15 p.s.i. (1.04×105Pa) pressure over 10% palladised charcoal (1 g) for 11/2 hours. The cooled mixture was filtered through "Solkafloc" (Trade Mark) and evaporated in vacuo to afford a solid. A suspension of this solid in xylene (100 cm3) was heated under reflux for 7 hours. The mixture was then cooled and the product filtered off and washed with dichlorom... Reactants: IC1=C(C(=CC(=C1)I)I)C1=CC(=C(C=C1)C(=O)O)[N+](=O)[O-] (2′,4′,6′-triiodo-3-nitrobiphenyl-4-carboxylic acid), [Al+3].[Cl-].[Cl-].[Cl-] (AlCl3), CC(=O)Cl (CH3COCl). Yields the product IC1=C(C(=CC(=C1C(C)=O)I)I)C1=CC(=C(C=C1)C(=O)O)[N+](=O)[O-] (2′,4′,6′-triiodo-3′-acetyl-3-nitrobiphenyl-4-carboxylic acid). As a reaction SMILES: [I:1][C:2]1[CH:7]=[C:6]([I:8])[CH:5]=[C:4]([I:9])[C:3]=1[C:10]1[CH:15]=[CH:14][C:13]([C:16]([OH:18])=[O:17])=[C:12]([N+:19]([O-:21])=[O:20])[CH:11]=1.[Al+3].[Cl-].[Cl-].[Cl-].[CH3:26][C:27](Cl)=[O:28]>>[I:1][C:2]1[C:7]([C:27](=[O:28])[CH3:26])=[C:6]([I:8])[CH:5]=[C:4]([I:9])[C:3]=1[C:10]1[CH:15]=[CH:14][C:13]([C:16]([OH:18])=[O:17])=[C:12]([N+:19]([O-:21])=[O:20])[CH:11]=1 |f:1.2.3.4|. Reported procedure: Freidel-Crafts acylation is performed on 2′,4′,6′-triiodo-3-nitrobiphenyl-4-carboxylic acid (6) in the presence of AlCl3 and CH3COCl to yield 2′,4′,6′-triiodo-3′-acetyl-3-nitrobiphenyl-4-carboxylic acid (12). C 13 ⁢ H 6 ⁢ I 3 ⁢ N ⁢   ⁢ O 4 ⁢ → C ⁢   ⁢ H 3 ⁢   ⁢ C ⁢   ⁢ O ⁢   ⁢ Cl Al ⁢   ⁢ Cl 3 ⁢ C 15 ⁢ H 8 ⁢ I 3 ⁢ N ⁢   ⁢ O 5 2′,4′,6′-triiodo-3′-acetyl-3-nitrobiphenyl-4-carboxylic acid (12) is then reacted with a zinc mercury amalgam and hydrochloric acid and heated to yield 2′,4′,6′-triiodo-3′-... The reactants are B, C1CCOC1, ClCCl, Cl, N#CCN1CCC(c2ccccc2)(c2ccccc2)CC1. The product is NCCN1CCC(c2ccccc2)(c2ccccc2)CC1. RXN SMILES: [BH3:22].[CH2:24]1[O:25][CH2:26][CH2:27][CH2:28]1.[Cl:29][CH2:30][Cl:31].[ClH:23].[c:1]1([C:7]2([c:16]3[cH:17][cH:18][cH:19][cH:20][cH:21]3)[CH2:8][CH2:9][N:10]([CH2:13][C:14]#[N:15])[CH2:11][CH2:12]2)[cH:2][cH:3][cH:4][cH:5][cH:6]1>>[c:1]1([C:7]2([c:16]3[cH:17][cH:18][cH:19][cH:20][cH:21]3)[CH2:8][CH2:9][N:10]([CH2:13][CH2:14][NH2:15])[CH2:11][CH2:12]2)[cH:2][cH:3][cH:4][cH:5][cH:6]1. Starting materials: C(C1=CC=CC=C1)OC=1C(N(C(=NC1)CON1C(C=2C(C1=O)=CC=CC2)=O)C)=O (N-[[5-(Benzyloxy)-3,4-dihydro-3-methyl-4-oxo-2-pyrimidinyl]methoxy]phthalimide), B(Br)(Br)Br (boron tribromide). Run in ClCCl (dichloromethane). Reaction conditions: temperature -70 celsius, time 16 hour. Product: OC=1C(N(C(=NC1)CON1C(C=2C(C1=O)=CC=CC2)=O)C)=O (N-[(3,4-dihydro-5-hydroxy-3-methyl-4-oxo-2-pyrimidinyl)methoxy]phthalimide). The yield is 91.3%. RXN SMILES: C([O:8][C:9]1[C:10](=[O:29])[N:11]([CH3:28])[C:12]([CH2:15][O:16][N:17]2[C:21](=[O:22])[C:20]3=[CH:23][CH:24]=[CH:25][CH:26]=[C:19]3[C:18]2=[O:27])=[N:13][CH:14]=1)C1C=CC=CC=1.B(Br)(Br)Br>ClCCl>[OH:8][C:9]1[C:10](=[O:29])[N:11]([CH3:28])[C:12]([CH2:15][O:16][N:17]2[C:21](=[O:22])[C:20]3=[CH:23][CH:24]=[CH:25][CH:26]=[C:19]3[C:18]2=[O:27])=[N:13][CH:14]=1. Reported procedure: N-[[5-(Benzyloxy)-3,4-dihydro-3-methyl-4-oxo-2-pyrimidinyl]methoxy]phthalimide (1.56 g) (4 mmol) are dissolved in 110 ml of dichloromethane and treated dropwise at about -70° C. while stirring with 0.42 ml (4.4 mmol) of boron tribromide. After stirring at about -70° C. for 4 hours and at room temperature for 16 hours the solvent is removed in a water-jet vacuum at room temperature. The residue is treated with about 30 ml of water, the insoluble product is filtered off and washed firstly with wat...